The task is: describe an organic reaction: reactants, conditions, products, and yield. This data is from the Open Reaction Database (ORD), a public repository of structured organic reaction records. The reactants are C(C)(C=1OC(=CC1)C)=NO (2-Acetyl-5-methylfuran oxime), C(C)(=O)C=1OC(=CC1)C (2-Acetyl 5-methylfuran), Cl.NO (hydroxylamine hydrochloride). The solvent is C(C)O (ethanol), N1=CC=CC=C1 (pyridine), O (water). Reaction conditions: temperature 50 celsius. Product: ON(C(=O)N)C(C)C=1OC(=CC1)C (N-hydroxy-N-(1-(5-methylfur-2-yl)ethyl) urea). As a reaction SMILES: [C:1](=[N:9][OH:10])([C:3]1[O:4][C:5]([CH3:8])=[CH:6][CH:7]=1)[CH3:2].C(C1[O:15][C:16](C)=CC=1)(=O)C.Cl.[NH2:21]O>C(O)C.N1C=CC=CC=1.O>[OH:10][N:9]([CH:1]([C:3]1[O:4][C:5]([CH3:8])=[CH:6][CH:7]=1)[CH3:2])[C:16]([NH2:21])=[O:15] |f:2.3|. Reported procedure: 2-Acetyl-5-methylfuran oxime. 2-Acetyl 5-methylfuran (5 g, 40.3 mmole) and hydroxylamine hydrochloride (4.2 g, 60.4 mmole) were dissolved in a mixture of ethanol (20mL) and pyridine (6.5 mL) and heated at 50° C. for 2 hours. The reaction mixture was diluted with water (300 mL) and extracted twice with ethyl acetate. The organic layer was washed with 2N HCl and brine, dried over MgSO4 and concentrated in vacuo to provided 4.31 g of the desired product. Procedure: A mixture of 4-formyl-benzoic acid (54.4 g), toluene (500 mL), DMF (3.6 mL), and thionyl chloride (30.4 mL) was heated at 60° C. for 2 h and then was cooled to 5° C. In a separate flask, a 5° C. mixture of NaOH (50.7 g), water (550 mL), and toluene (150 mL) was treated with 1-cyclopropyl-piperazine dihydrochloride (70.0 g) in portions while the temperature was maintained below 10° C. After the addition was complete, the mixture was cooled to 5° C. and treated with the crude acyl chloride solutio... RXN SMILES: [CH:1]([C:3]1[CH:11]=[CH:10][C:6]([C:7]([OH:9])=O)=[CH:5][CH:4]=1)=[O:2].S(Cl)(Cl)=O.[OH-].[Na+].Cl.Cl.[CH:20]1([N:23]2[CH2:28][CH2:27][NH:26][CH2:25][CH2:24]2)[CH2:22][CH2:21]1>C1(C)C=CC=CC=1.O.CN(C=O)C>[CH:20]1([N:23]2[CH2:28][CH2:27][N:26]([C:7]([C:6]3[CH:5]=[CH:4][C:3]([CH:1]=[O:2])=[CH:11][CH:10]=3)=[O:9])[CH2:25][CH2:24]2)[CH2:22][CH2:21]1 |f:2.3,4.5.6|. Conditions: temperature 60 celsius, time 8 hour. The product is C1(CC1)N1CCN(CC1)C(=O)C1=CC=C(C=O)C=C1 (4-(4-Cyclopropyl-piperazine-1-carbonyl)-benzaldehyde). The reactants are C(=O)C1=CC=C(C(=O)O)C=C1 (4-formyl-benzoic acid), S(=O)(Cl)Cl (thionyl chloride), Cl.Cl.C1(CC1)N1CCNCC1 (1-cyclopropyl-piperazine dihydrochloride), [OH-].[Na+] (NaOH), acyl chloride, [OH-].[Na+] (NaOH). Run in CN(C)C=O (DMF), C1(=CC=CC=C1)C (toluene), C1(=CC=CC=C1)C (toluene), O (water). Starting materials: [Cl-].[NH4+] (ammonium chloride), BrC1=C(C=NC=C1)C(O)C=1C=NC=CC1Cl (1-(4-bromopyrid-3-yl)-1-(4-chloropyrid-3-yl)methanol), [H-].[Na+] (sodium hydride), CC(C(=O)Cl)(C)C (trimethylacetyl chloride). Run in O1CCCC1 (tetrahydrofuran). Run at temperature 0 celsius, time 8 hour. Yields the product BrC1=C(C=NC=C1)C(OC(C(C)(C)C)=O)C=1C=NC=CC1Cl (1-(4-bromopyrid-3-yl)-1-(4-chloropyrid-3-yl)-1-trimethylacetoxymethane). Isolated yield 97.6%. As a reaction SMILES: [Br:1][C:2]1[CH:7]=[CH:6][N:5]=[CH:4][C:3]=1[CH:8]([C:10]1[CH:11]=[N:12][CH:13]=[CH:14][C:15]=1[Cl:16])[OH:9].[CH3:17][C:18]([CH3:23])([CH3:22])[C:19](Cl)=[O:20].[H-].[Na+].[Cl-].[NH4+]>O1CCCC1>[Br:1][C:2]1[CH:7]=[CH:6][N:5]=[CH:4][C:3]=1[CH:8]([C:10]1[CH:11]=[N:12][CH:13]=[CH:14][C:15]=1[Cl:16])[O:9][C:19](=[O:20])[C:18]([CH3:23])([CH3:22])[CH3:17] |f:2.3,4.5|. Procedure: 0.4 grams of 1-(4-bromopyrid-3-yl)-1-(4-chloropyrid-3-yl)methanol were dissolved in 50 ml of tetrahydrofuran (THF) and cooled to 0° C. One gram of trimethylacetyl chloride was added followed by the portionwise addition of 0.5 grams of sodium hydride (60%) over a period of 15 minutes. The reaction mixture was then allowed to warm to room temperature and then stirred overnight. 50 ml of a saturated ammonium chloride solution were added and then this mixture was extracted twice with ethyl ether. Th... The reactants are N1[C@H](CCC1)C1=C(C(=NN1)C1=CC=C(C=C1)F)C1=CC=NC=C1 ((R)-5-(2-pyrolidinyl)-4-(4-pyridyl)-3-(4-fluorophenyl)pyrazole), Cl.N1CCC(CC1)C1=C(C(=NN1)C1=CC=C(C=C1)Cl)C1=CC=NC=C1 (5-(4-piperidyl)-4-(4-pyridyl)-3-(4-chlorophenyl)pyrazole hydrochloride). Product: CN1[C@H](CCC1)C1=C(C(=NN1)C1=CC=C(C=C1)F)C1=CC=NC=C1 ((R)-5-(N-METHYL-2-PYROLIDINYL)-4-(4-PYRIDYL)-3-(4-FLUOROPHENYL)PYRAZOLE). RXN SMILES: [NH:1]1[CH2:5][CH2:4][CH2:3][C@@H:2]1[C:6]1[NH:10][N:9]=[C:8]([C:11]2[CH:16]=[CH:15][C:14]([F:17])=[CH:13][CH:12]=2)[C:7]=1[C:18]1[CH:23]=[CH:22][N:21]=[CH:20][CH:19]=1.Cl.N1CCC(C2NN=C(C3C=CC(Cl)=CC=3)C=2C2C=CN=CC=2)C[CH2:26]1>>[CH3:26][N:1]1[CH2:5][CH2:4][CH2:3][C@@H:2]1[C:6]1[NH:10][N:9]=[C:8]([C:11]2[CH:12]=[CH:13][C:14]([F:17])=[CH:15][CH:16]=2)[C:7]=1[C:18]1[CH:23]=[CH:22][N:21]=[CH:20][CH:19]=1 |f:1.2|. Procedure: By following the method of Example C-75 and substituting (R)-5-(2-pyrolidinyl)-4-(4-pyridyl)-3-(4-fluorophenyl)pyrazole Example C-125) for 5-(4-piperidyl)-4-(4-pyridyl)-3-(4-chlorophenyl)pyrazole hydrochloride (Example C-74) the title compound was prepared: MS (M+H): 323 (base peak).